This data is from the Open Reaction Database (ORD), a public repository of structured organic reaction records. The task is: describe an organic reaction: reactants, conditions, products, and yield The reactants are ferric chloride, N=1N(N=C2C1C=CC=C2)C2=C(C=CC(=C2)C(C)(C)C2=CC=CC=C2)O (2-(2H-benzotriazol-2-yl)-4-cumyl-phenol). Solvent: C(Cl)Cl (methylene chloride). Run at time 6 hour. The product is N=1N(N=C2C1C=CC=C2)C2=C(C(=CC(=C2)C(C)(C)C2=CC=CC=C2)C=2C(=C(C=C(C2)C(C)(C)C2=CC=CC=C2)N2N=C1C(=N2)C=CC=C1)O)O (3,3′bis-(2H-benzotriazol-2-yl)-5,5′-di-cumyl-1,1′-biphenyl-2,2′-diol). RXN SMILES: [N:1]1[N:2]([C:10]2[CH:15]=[C:14]([C:16]([C:19]3[CH:24]=[CH:23][CH:22]=[CH:21][CH:20]=3)([CH3:18])[CH3:17])[CH:13]=[CH:12][C:11]=2[OH:25])[N:3]=[C:4]2[CH:9]=[CH:8][CH:7]=[CH:6][C:5]=12>C(Cl)Cl>[N:1]1[N:2]([C:10]2[CH:15]=[C:14]([C:16]([C:19]3[CH:20]=[CH:21][CH:22]=[CH:23][CH:24]=3)([CH3:18])[CH3:17])[CH:13]=[C:12]([C:12]3[C:11]([OH:25])=[C:10]([N:2]4[N:3]=[C:4]5[CH:9]=[CH:8][CH:7]=[CH:6][C:5]5=[N:1]4)[CH:15]=[C:14]([C:16]([C:19]4[CH:24]=[CH:23][CH:22]=[CH:21][CH:20]=4)([CH3:18])[CH3:17])[CH:13]=3)[C:11]=2[OH:25])[N:3]=[C:4]2[CH:9]=[CH:8][CH:7]=[CH:6][C:5]=12. Reported procedure: Anhydrous ferric chloride (2.6 g) was added over a period of 30 minutes to a solution of 2-(2H-benzotriazol-2-yl)-4-cumyl-phenol (2.7 g) in methylene chloride (100 ml) and the resulting mixture stirred at room temperature for 6 hours. After filtering over celite, the filtrate was extracted with dilute hydrochloric acid, washed with water and purified by column chromatography using hexane/ethyl acetate 9:1 v/v mixture as the eluent. Evaporation of the volatiles gave 3,3′bis-(2H-benzotriazol-2-yl)...